This data is from the Open Reaction Database (ORD), a public repository of structured organic reaction records. The task is: describe an organic reaction: reactants, conditions, products, and yield The reactants are COC1=C(C=CC=C1)S (2-methoxythiophenol), C([O-])([O-])=O.[K+].[K+] (potassium carbonate), C[C@@H](C(=O)OC)COS(=O)(=O)C (methyl (2R)-2-methyl-3-[(methylsulfonyl)oxy]propanoate). The reagents and catalysts are S(=O)(=O)(O)[O-].C(CCC)[N+](CCCC)(CCCC)CCCC (tetrabutylammonium hydrogen sulfate). Run in C1CCOC1 (THF). Reaction conditions: time 24 hour. Product: COC1=C(C=CC=C1)SC[C@H](C(=O)OC)C (Methyl (2S)-3-[(2-methoxyphenyl)sulfanyl]-2-methylpropanoate), oil. Yield: 101.7%. Reaction SMILES: [CH3:1][O:2][C:3]1[CH:8]=[CH:7][CH:6]=[CH:5][C:4]=1[SH:9].C(=O)([O-])[O-].[K+].[K+].[CH3:16][C@H:17]([CH2:22]OS(C)(=O)=O)[C:18]([O:20][CH3:21])=[O:19]>S([O-])(O)(=O)=O.C([N+](CCCC)(CCCC)CCCC)CCC.C1COCC1>[CH3:1][O:2][C:3]1[CH:8]=[CH:7][CH:6]=[CH:5][C:4]=1[S:9][CH2:16][C@@H:17]([CH3:22])[C:18]([O:20][CH3:21])=[O:19] |f:1.2.3,5.6|. Procedure details: In a round-bottom flask maintained under an inert atmosphere, 4.72 mL (38.8 mmoles) of 2-methoxythiophenol, 10.72 g (77.6 mmoles) of potassium carbonate, 5.13 g of diluted methyl (2R)-2-methyl-3-[(methylsulfonyl)oxy]propanoate (6a-1) and 100 mL of anhydrous THF then 329 mg (0.97 mmole) of tetrabutylammonium hydrogen sulfate are introduced. The reaction medium is brought to 60° C. for 24 h under vigorous stirring then concentrated under reduced pressure. The residue is taken up with water and is ... Reactants: FC(C(=O)O)(F)F (Trifluoroacetic acid), FC1=CC=C(NC2=C(C(=O)OC(C)(C)C)C=CC(=C2)\C=C\C2=CC=C(C=C2)C(F)(F)F)C=C1 (tert-butyl 2-(4-fluoroanilino)-4-((E)-2-(4-trifluoromethylphenyl)vinyl)benzoate). Product: FC1=CC=C(NC2=C(C(=O)O)C=CC(=C2)\C=C\C2=CC=C(C=C2)C(F)(F)F)C=C1 (2-(4-fluoroanilino)-4-((E)-2-(4-trifluoromethylphenyl)vinyl)benzoic acid). Reaction SMILES: FC(F)(F)C(O)=O.[F:8][C:9]1[CH:40]=[CH:39][C:12]([NH:13][C:14]2[CH:26]=[C:25](/[CH:27]=[CH:28]/[C:29]3[CH:34]=[CH:33][C:32]([C:35]([F:38])([F:37])[F:36])=[CH:31][CH:30]=3)[CH:24]=[CH:23][C:15]=2[C:16]([O:18]C(C)(C)C)=[O:17])=[CH:11][CH:10]=1>>[F:8][C:9]1[CH:10]=[CH:11][C:12]([NH:13][C:14]2[CH:26]=[C:25](/[CH:27]=[CH:28]/[C:29]3[CH:34]=[CH:33][C:32]([C:35]([F:36])([F:37])[F:38])=[CH:31][CH:30]=3)[CH:24]=[CH:23][C:15]=2[C:16]([OH:18])=[O:17])=[CH:39][CH:40]=1. Procedure: Trifluoroacetic acid 15 mL solution of the obtained tert-butyl 2-(4-fluoroanilino)-4-((E)-2-(4-trifluoromethylphenyl)vinyl)benzoate was stirred at room temperature for 2 hours. The solvent was removed under reduced pressure to give 2-(4-fluoroanilino)-4-((E)-2-(4-trifluoromethylphenyl)vinyl)benzoic acid 50 mg of pale yellow solid. Reactants: solution, [OH-].[Na+] (sodium hydroxide), NC(CC=CCC(=O)O)C(=O)O (6-amino-3-heptenedioic acid). Solvent: C(C)O (ethanol). Run at time 16 hour. Product: NC(CCC=CC(=O)O)C(=O)O (6-amino-heptenedioic acid). Reaction SMILES: [NH2:1][CH:2]([C:10]([OH:12])=[O:11])[CH2:3][CH:4]=[CH:5][CH2:6][C:7]([OH:9])=[O:8].[OH-].[Na+]>C(O)C>[NH2:1][CH:2]([C:10]([OH:12])=[O:11])[CH2:3][CH2:4][CH:5]=[CH:6][C:7]([OH:9])=[O:8] |f:1.2|. Reported procedure: 1 g of the product of Step D were dissolved in 10 ml of ethanol and 5.1 ml of a 2N solution of sodium hydroxide were added. The mixture was stirred for 16 hours at ambient temperature and the mixture was evaporated to dryness under reduced pressure. The product obtained was neutralized with resin Dowex 50 W×8 and the fractions containing the desired product were evaporated to dryness. A product was obtained which was lyophilized in 150 ml of filtered, double distilled water to obtain 660 mg of t... Reactants: FC1=C(N)C=C(C=C1)[N+](=O)[O-] (2-fluoro-5-nitroaniline), S(O)(O)(=O)=O (sulfuric acid), N(=O)[O-].[Na+] (sodium nitrite). Run in O (water), O (water). Run at time 10 minute. The product is FC1=C(C=C(C=C1)[N+](=O)[O-])O (2-Fluoro-5-nitrophenol). As a reaction SMILES: [F:1][C:2]1[CH:8]=[CH:7][C:6]([N+:9]([O-:11])=[O:10])=[CH:5][C:3]=1N.S(=O)(=O)(O)[OH:13].N([O-])=O.[Na+]>O>[F:1][C:2]1[CH:8]=[CH:7][C:6]([N+:9]([O-:11])=[O:10])=[CH:5][C:3]=1[OH:13] |f:2.3|. Reported procedure: A solution of 3.2 grams of 2-fluoro-5-nitroaniline, sulfuric acid (3 cc., d 1.84) and 8 ml. of water is stirred into a solution of 1.5 grams of sodium nitrite in water, maintained below 5° C. After 10 minutes, the excess nitrous acid is destroyed by urea, the reaction mixture filtered, and the filtrate added to 40 ml. of boiling 50% sulfuric acid. After complete addition, the mixture is boiled an additional 15 minutes, cooled, and the separated phenol filtered and washed with water. It is then p... Starting materials: Cn1nc(-c2c(F)cc(Cl)c3nc(Br)sc23)c(Cl)c1OC(F)F, CCOC(=O)CC(=O)OC(C)(C)C, CN(C)C=O, [H-], [Na+]. The product is CCOC(=O)C(C(=O)OC(C)(C)C)c1nc2c(Cl)cc(F)c(-c3nn(C)c(OC(F)F)c3Cl)c2s1. RXN SMILES: [Br:16][c:17]1[s:18][c:19]2[c:20]([n:21]1)[c:22]([Cl:38])[cH:23][c:24]([F:37])[c:25]2-[c:26]1[n:27][n:28]([CH3:36])[c:29]([O:32][CH:33]([F:34])[F:35])[c:30]1[Cl:31].[C:3]([CH2:4][C:5](=[O:6])[O:7][C:8]([CH3:9])([CH3:10])[CH3:11])(=[O:12])[O:13][CH2:14][CH3:15].[CH3:39][N:40]([CH3:41])[CH:42]=[O:43].[H-:1].[Na+:2]>>[C:3]([CH:4]([C:5](=[O:6])[O:7][C:8]([CH3:9])([CH3:10])[CH3:11])[c:17]1[s:18][c:19]2[c:20]([n:21]1)[c:22]([Cl:38])[cH:23][c:24]([F:37])[c:25]2-[c:26]1[n:27][n:28]([CH3:36])[c:29]([O:32][CH:33]([F:34])[F:35])[c:30]1[Cl:31])(=[O:12])[O:13][CH2:14][CH3:15].